From a dataset of the Open Reaction Database (ORD), a public repository of structured organic reaction records. describe an organic reaction: reactants, conditions, products, and yield Starting materials: CO, CN(C)CCNc1ccccc1[N+](=O)[O-], [H][H], O. Product: CN(C)CCNc1ccccc1N. RXN SMILES: [CH3:19][OH:20].[CH3:1][N:2]([CH2:3][CH2:4][NH:5][c:6]1[c:7]([N+:12]([O-:13])=[O:14])[cH:8][cH:9][cH:10][cH:11]1)[CH3:15].[H:17][H:18].[OH2:16]>>[CH3:1][N:2]([CH2:3][CH2:4][NH:5][c:6]1[c:7]([NH2:12])[cH:8][cH:9][cH:10][cH:11]1)[CH3:15].